Task: describe an organic reaction: reactants, conditions, products, and yield. Dataset: the Open Reaction Database (ORD), a public repository of structured organic reaction records The reactants are N[C@H](CO)C(=O)O (D-serine), C1(=CC=CC=C1)S(=O)(=O)Cl (benzenesulfonyl chloride). Yields the product C1(=CC=CC=C1)S(=O)(=O)N[C@@H](C(=O)O)CO ((R)-2-benzenesulfonylamino-3-hydroxy-propionic acid). As a reaction SMILES: [NH2:1][C@@H:2]([C:5]([OH:7])=[O:6])[CH2:3][OH:4].[C:8]1([S:14](Cl)(=[O:16])=[O:15])[CH:13]=[CH:12][CH:11]=[CH:10][CH:9]=1>>[C:8]1([S:14]([NH:1][C@H:2]([CH2:3][OH:4])[C:5]([OH:7])=[O:6])(=[O:16])=[O:15])[CH:13]=[CH:12][CH:11]=[CH:10][CH:9]=1. Procedure details: In analogy to example 2, D-serine was reacted with benzenesulfonyl chloride to give (R)-2-benzenesulfonylamino-3-hydroxy-propionic acid.